This data is from the Open Reaction Database (ORD), a public repository of structured organic reaction records. The task is: describe an organic reaction: reactants, conditions, products, and yield Starting materials: [H-].[Na+] (sodium hydride), CI (methyl iodide), ice water, ClC=1C=C(C=CC1[N+](=O)[O-])S (3-chloro-4-nitrothiophenol), ice. Solvent: CN(C=O)C (N,N-dimethylformamide), CN(C=O)C (N,N-dimethylformamide). Conditions: time 1 hour. The product is ClC=1C=C(C=CC1[N+](=O)[O-])SC (3-chloro-4-nitrothioanisole). Isolated yield 79.0%. Reaction SMILES: [Cl:1][C:2]1[CH:3]=[C:4]([SH:11])[CH:5]=[CH:6][C:7]=1[N+:8]([O-:10])=[O:9].[H-].[Na+].[CH3:14]I>CN(C)C=O>[Cl:1][C:2]1[CH:3]=[C:4]([S:11][CH3:14])[CH:5]=[CH:6][C:7]=1[N+:8]([O-:10])=[O:9] |f:1.2|. Procedure details: A solution of 3-chloro-4-nitrothiophenol (3.3 g) in N,N-dimethylformamide (5 ml) was added dropwise to an ice-cooled mixture of 60% sodium hydride (0.7 g) in N,N-dimethylformamide (10 ml). The mixture was stirred at 0° to 5° C. for 1 hour. To the above mixture was added dropwise methyl iodide (3.7 g) at 5° C. The mixture was stirred at room temperature for 1 hour, poured into ice-water (80 ml), and extracted with toluene. The extract was dried and evaporated. The oily residue was crystallized fr... The reactants are CCCCCCCCCCCC (dodecane), CN[C@H]1[C@@H](CCCC1)NC (trans-N,N′-Dimethyl-1,2-cyclohexanediamine), IC1=CC=CC=C1 (iodobenzene), C(C)(=O)N (acetamide), [O-]P(=O)([O-])[O-].[K+].[K+].[K+] (K3PO4). Reagents/catalysts: [Cu]I (CuI). Run in C(C)(=O)OCC (ethyl acetate), C1(=CC=CC=C1)C (toluene). Conditions: temperature 60 celsius, time 4 hour. Product: C1(=CC=CC=C1)NC(C)=O (N-phenylacetamide). Yield: 100.0%. Reaction SMILES: [C:1]([NH2:4])(=[O:3])[CH3:2].[O-]P([O-])([O-])=O.[K+].[K+].[K+].CN[C@@H:15]1[CH2:20][CH2:19][CH2:18][CH2:17][C@H:16]1NC.IC1C=CC=CC=1.CCCCCCCCCCCC>[Cu]I.C(OCC)(=O)C.C1(C)C=CC=CC=1>[C:15]1([NH:4][C:1](=[O:3])[CH3:2])[CH:20]=[CH:19][CH:18]=[CH:17][CH:16]=1 |f:1.2.3.4|. Reported procedure: A 15 mL resealable Schlenk tube was charged with CuI (10 mg, 0.0525 mmol, 5.0 mol %), acetamide (170 mg, 2.88 mmol), K3PO4 (450 mg, 2.12 mmol), evacuated and backfilled with argon. trans-N,N′-Dimethyl-1,2-cyclohexanediamine (17 μL, 0.108 mmol, 10 mol %), iodobenzene (115 μL, 1.03 mmol) and toluene (1.0 mL) were added under argon. The Schlenk tube was sealed with a Teflon valve and the reaction mixture was stirred at 60° C. for 4 h. After the resulting suspension was allowed to reach room tempera...